Dataset: the Open Reaction Database (ORD), a public repository of structured organic reaction records. Task: describe an organic reaction: reactants, conditions, products, and yield Yields the product CC1=NC2=CC=CC=C2C(=C1)COC1=CC=C(C(=O)NCC2(C(NC(NC2=O)=O)=O)C2CCN(CC2)CC=2C=NC=CC2)C=C1 (4-(2-Methyl-quinolin-4-ylmethoxy)-N-[2,4,6-trioxo-5-(1-pyridin-3-ylmethyl-piperidin-4-yl)-hexahydro-pyrimidin-5-ylmethyl]-benzamide). Reaction SMILES: FC(F)(F)C(O)=O.FC(F)(F)C(O)=O.[CH3:15][C:16]1[CH:25]=[C:24]([CH2:26][O:27][C:28]2[CH:52]=[CH:51][C:31]([C:32]([NH:34][CH2:35][C:36]3([CH:45]4[CH2:50][CH2:49][NH:48][CH2:47][CH2:46]4)[C:41](=[O:42])[NH:40][C:39](=[O:43])[NH:38][C:37]3=[O:44])=[O:33])=[CH:30][CH:29]=2)[C:23]2[C:18](=[CH:19][CH:20]=[CH:21][CH:22]=2)[N:17]=1.[N:53]1[CH:58]=[CH:57][CH:56]=[C:55]([CH:59]=O)[CH:54]=1>>[CH3:15][C:16]1[CH:25]=[C:24]([CH2:26][O:27][C:28]2[CH:29]=[CH:30][C:31]([C:32]([NH:34][CH2:35][C:36]3([CH:45]4[CH2:50][CH2:49][N:48]([CH2:59][C:55]5[CH:54]=[N:53][CH:58]=[CH:57][CH:56]=5)[CH2:47][CH2:46]4)[C:37](=[O:44])[NH:38][C:39](=[O:43])[NH:40][C:41]3=[O:42])=[O:33])=[CH:51][CH:52]=2)[C:23]2[C:18](=[CH:19][CH:20]=[CH:21][CH:22]=2)[N:17]=1 |f:0.1.2|. Yield: 45.0%. Procedure: Following procedures analogous to that used in reaction (9), the compound from Example 29 was reacted with 3-pyridinecarboxaldehyde for 2 days to provide the title compound (7.3 mg, 45%). MS found: (M−H)−=605.5. Reactants: ( 9 ), FC(C(=O)O)(F)F.FC(C(=O)O)(F)F.CC1=NC2=CC=CC=C2C(=C1)COC1=CC=C(C(=O)NCC2(C(NC(NC2=O)=O)=O)C2CCNCC2)C=C1 (4-[(2-Methyl-4-quinolinyl)methoxy]-N-{[2,4,6-trioxo-5-(4-piperidinyl)hexahydro-5-pyrimidinyl]methyl}benzamide bis(trifluoroacetate)), N1=CC(=CC=C1)C=O (3-pyridinecarboxaldehyde). The reactants are BrBr (bromine), FCC1(OC2=C(C=C1)C=C(C=C2)[N+](=O)[O-])C (2-fluoromethyl-2-methyl-6-nitro-2H-1-benzopyran), O (water). Run in C(Cl)(Cl)Cl (chloroform). Yields the product BrC1=CC(OC2=C1C=C(C=C2)[N+](=O)[O-])(C)CF (4-bromo-2-fluoromethyl-2-methyl-6-nitro-2H-1-benzopyran). As a reaction SMILES: [F:1][CH2:2][C:3]1([CH3:16])[CH:8]=[CH:7][C:6]2[CH:9]=[C:10]([N+:13]([O-:15])=[O:14])[CH:11]=[CH:12][C:5]=2[O:4]1.[Br:17]Br.O>C(Cl)(Cl)Cl>[Br:17][C:7]1[C:6]2[CH:9]=[C:10]([N+:13]([O-:15])=[O:14])[CH:11]=[CH:12][C:5]=2[O:4][C:3]([CH2:2][F:1])([CH3:16])[CH:8]=1. Reported procedure: To 8.24 g of 2-fluoromethyl-2-methyl-6-nitro-2H-1-benzopyran dissolved in 100 ml of chloroform was added dropwise 2.7 ml of bromine with stirring under cooling with water, and the mixture was stirred for 20 hours at room temperature. After the solvent was removed, 100 ml of dioxane and 2N NaOH solution were added to the residue and stirred at room temperature for 16 hours. When ice-water was added to the reaction mixture, crystals were separated out. The crystals were collected by filtration, wa... Product: O=C(O)c1cc(I)c(F)cc1F. As a reaction SMILES: [F:1][c:2]1[c:3]([C:4](=[O:5])[OH:6])[cH:7][cH:8][c:9]([F:11])[cH:10]1.[I:12][N:13]1[C:14](=[O:15])[CH2:16][CH2:17][C:18]1=[O:19].[OH2:20].[OH:21][S:22]([C:23]([F:24])([F:25])[F:26])(=[O:27])=[O:28]>>[F:1][c:2]1[c:3]([C:4](=[O:5])[OH:6])[cH:7][c:8]([I:12])[c:9]([F:11])[cH:10]1. Reactants: O=C(O)c1ccc(F)cc1F, O=C1CCC(=O)N1I, O, O=S(=O)(O)C(F)(F)F. Starting materials: [Al+3], CON=C(C1=NCCO1)c1ccccc1OCc1ccc(Cl)cc1, COc1ccccc1, [Cl-], [Cl-], [Cl-], O. Product: CON=C(C1=NCCO1)c1ccccc1O. Reaction SMILES: [Al+3:10].[CH3:13][O:14][N:15]=[C:16]([c:17]1[c:18]([O:23][CH2:24][c:25]2[cH:26][cH:27][c:28]([Cl:29])[cH:30][cH:31]2)[cH:19][cH:20][cH:21][cH:22]1)[C:32]1=[N:36][CH2:35][CH2:34][O:33]1.[CH3:1][O:2][c:3]1[cH:4][cH:5][cH:6][cH:7][cH:8]1.[Cl-:11].[Cl-:12].[Cl-:9].[OH2:37]>>[CH3:13][O:14][N:15]=[C:16]([c:17]1[c:18]([OH:23])[cH:19][cH:20][cH:21][cH:22]1)[C:32]1=[N:36][CH2:35][CH2:34][O:33]1. The reactants are Br, O=C([O-])O, COc1cccc2c1Oc1ccccc1C21CCN(C)CC1, CC(=O)O, Cl, [Na+], O. Yields the product CN1CCC2(CC1)c1ccccc1Oc1c(O)cccc12. As a reaction SMILES: [BrH:24].[C:25](=[O:26])([OH:27])[O-:28].[CH3:2][N:3]1[CH2:4][CH2:5][C:6]2([CH2:7][CH2:8]1)[c:9]1[cH:10][cH:11][cH:12][cH:13][c:14]1[O:15][c:16]1[c:17]([O:22][CH3:23])[cH:18][cH:19][cH:20][c:21]12.[CH3:30][C:31](=[O:32])[OH:33].[ClH:1].[Na+:29].[OH2:34]>>[CH3:2][N:3]1[CH2:4][CH2:5][C:6]2([CH2:7][CH2:8]1)[c:9]1[cH:10][cH:11][cH:12][cH:13][c:14]1[O:15][c:16]1[c:17]([OH:22])[cH:18][cH:19][cH:20][c:21]12. The reactants are CCOC(=O)c1csc(C=O)c1, CC(=O)c1ccc2c(c1)C1(C)C3(C)CCC(C3)C1(C)O2, O=C(C=Cc1ccccc1)c1ccccc1. Product: CCOC(=O)c1csc(C=CC(=O)c2ccc3c(c2)C2(C)C4(C)CCC(C4)C2(C)O3)c1. RXN SMILES: [CH2:37]([CH3:38])[O:39][C:40](=[O:41])[c:42]1[cH:43][c:44]([CH:47]=[O:48])[s:45][cH:46]1.[CH3:1][C:2](=[O:3])[c:4]1[cH:5][cH:6][c:7]2[c:8]([cH:20]1)[C:9]1([CH3:19])[C:10]([CH3:18])([O:11]2)[CH:12]2[CH2:13][CH2:14][C:15]1([CH3:17])[CH2:16]2.[c:21]1([CH:22]=[CH:23][C:24]([c:25]2[cH:26][cH:27][cH:28][cH:29][cH:30]2)=[O:31])[cH:32][cH:33][cH:34][cH:35][cH:36]1>>[CH:1]([C:2](=[O:3])[c:4]1[cH:5][cH:6][c:7]2[c:8]([cH:20]1)[C:9]1([CH3:19])[C:10]([CH3:18])([O:11]2)[CH:12]2[CH2:13][CH2:14][C:15]1([CH3:17])[CH2:16]2)=[CH:47][c:44]1[cH:43][c:42]([C:40]([O:39][CH2:37][CH3:38])=[O:41])[cH:46][s:45]1.